The task is: describe an organic reaction: reactants, conditions, products, and yield. This data is from the Open Reaction Database (ORD), a public repository of structured organic reaction records. Starting materials: C1(=CC=CC=C1)N1C(=CC2=CC=CC=C12)C(=O)N[C@@H](C(C)C)C(=O)NC(CC(=O)OC(C)(C)C)C(CF)=O (N-[(1-phenylindole-2-carbonyl)valinyl]-3-amino-4-oxo-5-fluoropentanoic acid, t-butyl ester), C(=O)(C(F)(F)F)O (TFA). Run in C1(=CC=CC=C1)OC (anisole), C(Cl)Cl (methylene chloride). Reaction conditions: time 1 hour. Yields the product C1(=CC=CC=C1)N1C(=CC2=CC=CC=C12)C(=O)N[C@@H](C(C)C)C(=O)NC(CC(=O)O)C(CF)=O (N-[(1-Phenylindole-2-Carbonyl)Valinyl]-3-Amino-4-Oxo-5-Fluoropentanoic Acid). The yield is 72.7%. Reaction SMILES: [C:1]1([N:7]2[C:15]3[C:10](=[CH:11][CH:12]=[CH:13][CH:14]=3)[CH:9]=[C:8]2[C:16]([NH:18][C@H:19]([C:23]([NH:25][CH:26]([C:35](=[O:38])[CH2:36][F:37])[CH2:27][C:28]([O:30]C(C)(C)C)=[O:29])=[O:24])[CH:20]([CH3:22])[CH3:21])=[O:17])[CH:6]=[CH:5][CH:4]=[CH:3][CH:2]=1.C(O)(C(F)(F)F)=O>C1(OC)C=CC=CC=1.C(Cl)Cl>[C:1]1([N:7]2[C:15]3[C:10](=[CH:11][CH:12]=[CH:13][CH:14]=3)[CH:9]=[C:8]2[C:16]([NH:18][C@H:19]([C:23]([NH:25][CH:26]([C:35](=[O:38])[CH2:36][F:37])[CH2:27][C:28]([OH:30])=[O:29])=[O:24])[CH:20]([CH3:21])[CH3:22])=[O:17])[CH:2]=[CH:3][CH:4]=[CH:5][CH:6]=1. Procedure: A solution of N-[(1-phenylindole-2-carbonyl)valinyl]-3-amino-4-oxo-5-fluoropentanoic acid, t-butyl ester (154 mg) in anisole (0.2 mL) and methylene chloride (2 mL) was treated with TFA (1 mL), and the resultant reaction mixture was stirred for one hour under a nitrogen atmosphere at room temperature. The reaction mixture was concentrated and chased with methylene chloride, then triturated with ether to yield the title product as a white powder (100 mg). TLC: (methylene chloride/methanol/acetic a... The product is CC(COCC(C(C(C)C)O)(C)C)C (1-(2-methylpropyloxy)-2,2,4-trimethylpentan-3-ol). Isolated yield 88.0%. As a reaction SMILES: [CH3:1][C:2]([CH3:10])([CH:5]([OH:9])[CH:6]([CH3:8])[CH3:7])[CH2:3][OH:4].[CH2:11](Br)[CH:12]([CH3:14])[CH3:13]>>[CH3:11][CH:12]([CH3:14])[CH2:13][O:4][CH2:3][C:2]([CH3:10])([CH3:1])[CH:5]([OH:9])[CH:6]([CH3:8])[CH3:7]. Procedure details: Treatment of 2,2,4-trimethylpentan-1,3-diol with isobutyl bromide employing the alkylation reaction conditions described above provided 1-(2-methylpropyloxy)-2,2,4-trimethylpentan-3-ol in 88.0% yield (355.5 g, b.p.=81–82 C./2.5 mmHg). The reactants are CC(CO)(C(C(C)C)O)C (2,2,4-trimethylpentan-1,3-diol), C(C(C)C)Br (isobutyl bromide). Reactants: CCOc1ccc(-c2nn(C3CCCC3)c3ncnc(N)c23)cc1OC, ClCCl. Yields the product CCOc1ccc(-c2nn(C3CCCC3)c3ncnc(N)c23)cc1O. As a reaction SMILES: [CH:1]1([n:6]2[n:7][c:8](-[c:16]3[cH:17][c:18]([O:25][CH3:26])[c:19]([O:22][CH2:23][CH3:24])[cH:20][cH:21]3)[c:9]3[c:10]2[n:11][cH:12][n:13][c:14]3[NH2:15])[CH2:2][CH2:3][CH2:4][CH2:5]1.[Cl:27][CH2:28][Cl:29]>>[CH:1]1([n:6]2[n:7][c:8](-[c:16]3[cH:17][c:18]([OH:25])[c:19]([O:22][CH2:23][CH3:24])[cH:20][cH:21]3)[c:9]3[c:10]2[n:11][cH:12][n:13][c:14]3[NH2:15])[CH2:2][CH2:3][CH2:4][CH2:5]1. Starting materials: S(=O)(Cl)Cl (Thionyl chloride), BrC1=C(C=CC(=C1)F)CC(=O)O (2-bromo-4-fluorophenylacetic acid), CO (methanol). Conditions: time 1 hour. Yields the product BrC1=C(C=CC(=C1)F)CC(=O)OC (methyl 2-bromo-4-fluorophenylacetate). RXN SMILES: S(Cl)(Cl)=O.[Br:5][C:6]1[CH:11]=[C:10]([F:12])[CH:9]=[CH:8][C:7]=1[CH2:13][C:14]([OH:16])=[O:15].[CH3:17]O>>[Br:5][C:6]1[CH:11]=[C:10]([F:12])[CH:9]=[CH:8][C:7]=1[CH2:13][C:14]([O:16][CH3:17])=[O:15]. Procedure: Thionyl chloride (6 mL) was added dropwise to a solution of 2-bromo-4-fluorophenylacetic acid (5.0 g) in methanol (50 mL), and the reaction solution was stirred at room temperature for one hour. The reaction mixture was concentrated under reduced pressure, and then the residue was dissolved in ethyl acetate. The solution was filtered through a silica gel pad (carrier: Chromatorex NH), and the filtrate was concentrated under reduced pressure to obtain methyl 2-bromo-4-fluorophenylacetate (5.53 g)... Reactants: [H-].[Na+] (NaH), COCCO (2-methoxyethanol), COC(=O)C1=NC(=C(C=C1)Br)Cl (5-bromo-6-chloro-pyridine-2-carboxylic acid methyl ester). Run in O (water). Conditions: time 30 minute. Product: BrC=1C=CC(=NC1OCCOC)C(=O)O (5-Bromo-6-(2-methoxyethoxy)-pyridine-2-carboxylic acid). As a reaction SMILES: [H-].[Na+].[CH3:3][O:4][CH2:5][CH2:6][OH:7].C[O:9][C:10]([C:12]1[CH:17]=[CH:16][C:15]([Br:18])=[C:14](Cl)[N:13]=1)=[O:11]>O>[Br:18][C:15]1[CH:16]=[CH:17][C:12]([C:10]([OH:9])=[O:11])=[N:13][C:14]=1[O:7][CH2:6][CH2:5][O:4][CH3:3] |f:0.1|. Procedure details: NaH (2.26 g, 66 mmol) was added in portions to a solution of 2-methoxyethanol (30 mL). The mixture was stirred for 30 min at room temperature. Then 5-bromo-6-chloro-pyridine-2-carboxylic acid methyl ester (Example 9 c, 3 g, 12 mmol) was added and the reaction mixture was heated to 100° C. overnight. The mixture was poured into water and extracted with ethyl acetate (30 mL). The pH of the aqueous layer was adjusted to 2 by addition of 1 N hydrochloric acid and the resulting mixture was extracted ... Reactants: C(C)N1N(CC(C1)NC(C1=CC=C(C=C1)[N+](=O)[O-])=O)CC (N-(1,2-diethyl-4-pyrazolidinyl)-4-nitrobenzamide), Cl[O-].[Na+] (sodium hypochlorite). The product is C(C)N1N=CC(C1)NC(C1=CC=C(C=C1)[N+](=O)[O-])=O (N-(4,5-dihydro-1-ethyl-1H-pyrazol-4-yl)4-nitrobenzamide). Reaction SMILES: [CH2:1]([N:3]1[CH2:7][CH:6]([NH:8][C:9](=[O:19])[C:10]2[CH:15]=[CH:14][C:13]([N+:16]([O-:18])=[O:17])=[CH:12][CH:11]=2)[CH2:5][N:4]1CC)[CH3:2].Cl[O-].[Na+]>>[CH2:1]([N:3]1[CH2:7][CH:6]([NH:8][C:9](=[O:19])[C:10]2[CH:11]=[CH:12][C:13]([N+:16]([O-:18])=[O:17])=[CH:14][CH:15]=2)[CH:5]=[N:4]1)[CH3:2] |f:1.2|. Procedure: In accordance with the procedure of Example 2, N-(1,2-diethyl-4-pyrazolidinyl)-4-nitrobenzamide is reacted with sodium hypochlorite and the product is isolated. Starting materials: BrCc1ccccc1, Cc1cc(O)cc(=O)n1-c1c(Cl)cccc1Cl, CN(C)C=O, O. Yields the product Cc1cc(OCc2ccccc2)cc(=O)n1-c1c(Cl)cccc1Cl. Reaction SMILES: [CH2:18]([c:19]1[cH:20][cH:21][cH:22][cH:23][cH:24]1)[Br:25].[Cl:1][c:2]1[c:3](-[n:9]2[c:10](=[O:17])[cH:11][c:12]([OH:16])[cH:13][c:14]2[CH3:15])[c:4]([Cl:8])[cH:5][cH:6][cH:7]1.[O:26]=[CH:27][N:28]([CH3:29])[CH3:30].[OH2:31]>>[Cl:1][c:2]1[c:3](-[n:9]2[c:10](=[O:17])[cH:11][c:12]([O:16][CH2:18][c:19]3[cH:20][cH:21][cH:22][cH:23][cH:24]3)[cH:13][c:14]2[CH3:15])[c:4]([Cl:8])[cH:5][cH:6][cH:7]1. Isolated yield 90.0%. Reaction conditions: temperature 0 celsius, time 30 minute. Product: NC1=C(C=NN1C1=C(C=CC(=C1)C)C)C#N (5-amino-1-(2,5-dimethylphenyl)-1H-pyrazole-4-carbonitrile). The reactants are Cl.CC1=C(C=C(C=C1)C)NN (2,5-Dimethylphenylhydrazine hydrochloride), C(C)OC=C(C#N)C#N (2-(ethoxymethylene)malononitrile). Run in CO (MeOH). Procedure details: 2,5-Dimethylphenylhydrazine hydrochloride (CAS no. 56737-78-1) (10 g, 57.92 mmol) was partitioned between EtOAc (100 mL) and NaOH (2M, aq) (60 mL). The organic layer separated and washed with water (50 mL), brine (50 mL), dried (MgSO4), filtered and concentrated to afford free base of the starting material. The resultant oil was suspended in MeOH (100 mL) under nitrogen at −5° C. 2-(ethoxymethylene)malononitrile (7.07 g, 57.92 mmol) added portionwise over 5 mins and the mixture stirred at ˜0° C.... RXN SMILES: Cl.[CH3:2][C:3]1[CH:8]=[CH:7][C:6]([CH3:9])=[CH:5][C:4]=1[NH:10][NH2:11].C(O[CH:15]=[C:16]([C:19]#[N:20])[C:17]#[N:18])C>CO>[NH2:20][C:19]1[N:10]([C:4]2[CH:5]=[C:6]([CH3:9])[CH:7]=[CH:8][C:3]=2[CH3:2])[N:11]=[CH:15][C:16]=1[C:17]#[N:18] |f:0.1|. Reactants: CSc1ccc(CN2CCCC(Nc3ccc4c(cnn4C(=O)C(C)(C)C)c3)C2)cc1, C[O-], CO, [Na+]. Yields the product CSc1ccc(CN2CCCC(Nc3ccc4[nH]ncc4c3)C2)cc1. RXN SMILES: [CH3:1][C:2]([CH3:3])([CH3:4])[C:30]([n:5]1[n:6][cH:7][c:8]2[cH:9][c:10]([NH:14][CH:15]3[CH2:16][N:17]([CH2:21][c:22]4[cH:23][cH:24][c:25]([S:28][CH3:29])[cH:26][cH:27]4)[CH2:18][CH2:19][CH2:20]3)[cH:11][cH:12][c:13]12)=[O:31].[CH3:32][O-:33].[CH3:35][OH:36].[Na+:34]>>[nH:5]1[n:6][cH:7][c:8]2[cH:9][c:10]([NH:14][CH:15]3[CH2:16][N:17]([CH2:21][c:22]4[cH:23][cH:24][c:25]([S:28][CH3:29])[cH:26][cH:27]4)[CH2:18][CH2:19][CH2:20]3)[cH:11][cH:12][c:13]12.